Task: describe an organic reaction: reactants, conditions, products, and yield. Dataset: the Open Reaction Database (ORD), a public repository of structured organic reaction records The reactants are OC[C@@H]1N(CC[C@H]1C=1C(=CC(=C2C(C=C(OC12)C1=CC=C(C#N)C=C1)=O)OC)OC)C ((+)-trans-4-[8-(2-Hydroxymethyl-1-methyl-pyrrolidin-3-yl)-5,7-dimethoxy-4-oxo-4H-chromen-2-yl]-benzonitrile), Cl.N1=CC=CC=C1 (pyridine hydrochloride). Yields the product OC1=C2C(C=C(OC2=C(C(=C1)O)[C@H]1[C@@H](N(CC1)C)CO)C1=CC=C(C#N)C=C1)=O ((+)-trans-4-[5,7-Dihydroxy-8-(2-hydroxymethyl-1-methyl-pyrrolidin-3-yl)-4-oxo-4H-chromen-2-yl]-benzonitrile). RXN SMILES: [OH:1][CH2:2][C@H:3]1[C@H:7]([C:8]2[C:9]([O:29]C)=[CH:10][C:11]([O:27]C)=[C:12]3[C:17]=2[O:16][C:15]([C:18]2[CH:25]=[CH:24][C:21]([C:22]#[N:23])=[CH:20][CH:19]=2)=[CH:14][C:13]3=[O:26])[CH2:6][CH2:5][N:4]1[CH3:31].Cl.N1C=CC=CC=1>>[OH:27][C:11]1[CH:10]=[C:9]([OH:29])[C:8]([C@@H:7]2[CH2:6][CH2:5][N:4]([CH3:31])[C@H:3]2[CH2:2][OH:1])=[C:17]2[C:12]=1[C:13](=[O:26])[CH:14]=[C:15]([C:18]1[CH:19]=[CH:20][C:21]([C:22]#[N:23])=[CH:24][CH:25]=1)[O:16]2 |f:1.2|. Reported procedure: Compound of example 83 (0.50 g, 1.19 mmol) reacted with pyridine hydrochloride (5 g, 43.29 mmol) as described in example 17, afforded the title compounds. Reactants: [Br-].[Na+] (sodium bromide), C(C1=CC=2OCOC2C=C1)O (piperonyl alcohol), BrCCCCOCCCCOCCC(C)C (1-bromo-4-(4-isopentyloxy-butyloxy)-butane), [H-].[Na+] (sodium hydride). Reaction SMILES: [CH2:1]([OH:11])[C:2]1[CH:10]=[CH:9][C:8]2[O:7][CH2:6][O:5][C:4]=2[CH:3]=1.Br[CH2:13][CH2:14][CH2:15][CH2:16][O:17][CH2:18][CH2:19][CH2:20][CH2:21][O:22][CH2:23][CH2:24][CH:25]([CH3:27])[CH3:26].[H-].[Na+].[Br-].[Na+]>COCCOC>[CH2:23]([O:22][CH2:21][CH2:20][CH2:19][CH2:18][O:17][CH2:16][CH2:15][CH2:14][CH2:13][O:11][CH2:1][C:2]1[CH:10]=[CH:9][C:8]2[O:7][CH2:6][O:5][C:4]=2[CH:3]=1)[CH2:24][CH:25]([CH3:27])[CH3:26] |f:2.3,4.5|. Procedure: To a solution of 1.23 g (0.0081 mol) of piperonyl alcohol and 2.50 g (0.0085 mol) of 1-bromo-4-(4-isopentyloxy-butyloxy)-butane in 30 cc of absolute 1,2-dimethoxy-ethane, there is carefully added under nitrogen and while stirring, over the course of 20 minutes, 0.34 g (0.0077 mol) of 55% sodium hydride dispersion in oil. The mixture is stirred at 60° for 20 hours and the resulting sodium bromide is subsequently suction filtered, washed with ether and the filtrate is evaporated. After chromatogra... Run at time 20 hour. Product: C(CC(C)C)OCCCCOCCCCOCC1=CC=2OCOC2C=C1 ([4-(4-Isopentyloxy-butyloxy)-butyl]-piperonyl ether). The solvent is COCCOC (1,2-dimethoxy-ethane). The reactants are ClC1=NC=CC(=C1)C1=CC(=NN1C1=CC(=CC=C1)C)C (2-chloro-4-[1-(3-methylphenyl)-3-methyl-1H-pyrazol-5-yl]pyridine), liquid, N (ammonia), CN(C)C=O (DMF). Reaction conditions: temperature 180 celsius, time 72 hour. Yields the product CN(C1=NC=CC(=C1)C1=CC(=NN1C1=CC(=CC=C1)C)C)C (2-(Dimethylamino)-4-[1-(3-methylphenyl)-3-methyl-1H-pyrazol-5-yl]pyridine). The yield is 78.0%. RXN SMILES: Cl[C:2]1[CH:7]=[C:6]([C:8]2[N:12]([C:13]3[CH:18]=[CH:17][CH:16]=[C:15]([CH3:19])[CH:14]=3)[N:11]=[C:10]([CH3:20])[CH:9]=2)[CH:5]=[CH:4][N:3]=1.N.[CH3:22][N:23](C=O)[CH3:24]>>[CH3:22][N:23]([CH3:24])[C:2]1[CH:7]=[C:6]([C:8]2[N:12]([C:13]3[CH:18]=[CH:17][CH:16]=[C:15]([CH3:19])[CH:14]=3)[N:11]=[C:10]([CH3:20])[CH:9]=2)[CH:5]=[CH:4][N:3]=1. Procedure details: A mixture of 2-chloro-4-[1-(3-methylphenyl)-3-methyl-1H-pyrazol-5-yl]pyridine (Example 45; 0.91 g, 0.0032 mol) and 50 mL of liquid ammonia in 20 mL of DMF was stirred in a sealed tube under 1800 psi, at 180° C. for 72 hours. After the solution was cooled, the solvent was removed under vacuum and the residue was purified by chromatography on silica gel (ethyl acetate/hexane, 2:8) to give 0.73 g (78% yield) of product as a yellow crystal: mp: 84-85° C.; Anal. Calc'd. for C18H20N4: C, 73.94; H, 6.8...